From a dataset of the Open Reaction Database (ORD), a public repository of structured organic reaction records. describe an organic reaction: reactants, conditions, products, and yield Reactants: ClC1=C(C=CC=C1)C1=NCC(NC2=C1C=C(C(=C2)OC(C)C)F)=S (5-(2-chlorophenyl)-1,3-dihydro-7-fluoro-8-(1-methylethoxy)-2H-1,4-benzodiazepin-2-thione), COC(C)(N(C)C)OC (1,1-dimethoxy-N,N-dimethyl-ethanamine), NN (hydrazine). Product: ClC1=C(C=CC=C1)C1=NC=2C(=NC3=C1C=C(C(=C3)OC(C)C)F)NNC2C (5-(2-chlorophenyl)-1,2-dihydro-7-fluoro-8-(1-methylethoxy)-3-methyl-pyrazolo[3,4-b][1,4]benzodiazepine). RXN SMILES: [Cl:1][C:2]1[CH:7]=[CH:6][CH:5]=[CH:4][C:3]=1[C:8]1[C:14]2[CH:15]=[C:16]([F:23])[C:17]([O:19][CH:20]([CH3:22])[CH3:21])=[CH:18][C:13]=2[NH:12][C:11](=S)[CH2:10][N:9]=1.CO[C:27](OC)([N:29](C)C)[CH3:28].[NH2:34]N>>[Cl:1][C:2]1[CH:7]=[CH:6][CH:5]=[CH:4][C:3]=1[C:8]1[C:14]2[CH:15]=[C:16]([F:23])[C:17]([O:19][CH:20]([CH3:22])[CH3:21])=[CH:18][C:13]=2[N:12]=[C:11]2[NH:34][NH:29][C:27]([CH3:28])=[C:10]2[N:9]=1. Procedure: 5-(2-chlorophenyl)-1,2-dihydro-7-fluoro-8-(1-methylethoxy)-3-methyl-pyrazolo[3,4-b][1,4]benzodiazepine (IVh) was prepared by reacting 0.00198 moles of 5-(2-chlorophenyl)-1,3-dihydro-7-fluoro-8-(1-methylethoxy)-2H-1,4-benzodiazepin-2-thione (IIh) with 1,1-dimethoxy-N,N-dimethyl-ethanamine and then hydrazine in a manner analogous to Example 55. MH+/Z=385. The reactants are ClCCl (Dichloromethane), FC1=C(C=CC(=C1)F)N1NC=2[C@@]3(CC[C@H](C2C1=O)C3(C)C)C ((4S,7R)-2-(2,4-difluoro-phenyl)-7,8,8-trimethyl-1,2,4,5,6,7-hexahydro-4,7-methano-indazol-3-one), FC1=C(C=CC(=C1)F)N1NC=2[C@@]3(CC[C@H](C2C1=O)C3(C)C)C ((4S,7R)-2-(2,4-difluoro-phenyl)-7,8,8-trimethyl-1,2,4,5,6,7-hexahydro-4,7-methano-indazol-3-one), ClCCC(=O)C1=CC=CC=C1 (3-chloropropiophenone). Reagents/catalysts: [I-].C(CCC)[N+](CCCC)(CCCC)CCCC (tetrabutylammonium iodide). Run in CN(C=O)C (dimethylformamide). Run at temperature 100 celsius. Yields the product FC1=C(C=CC(=C1)F)N1N(C=2[C@@]3(CC[C@H](C2C1=O)C3(C)C)C)CCC(C3=CC=CC=C3)=O ((4S,7R)-2-(2,4-difluoro-phenyl)-7,8,8-trimethyl-1-(3-oxo-3-phenyl-propyl)-1,2,4,5,6,7-hexahydro-4,7-methano-indazol-3-one). The yield is 61.5%. RXN SMILES: [F:1][C:2]1[CH:7]=[C:6]([F:8])[CH:5]=[CH:4][C:3]=1[N:9]1[C:17](=[O:18])[C:16]2[C@@H:15]3[C:19]([CH3:21])([CH3:20])[C@@:12]([CH3:22])([CH2:13][CH2:14]3)[C:11]=2[NH:10]1.Cl[CH2:24][CH2:25][C:26]([C:28]1[CH:33]=[CH:32][CH:31]=[CH:30][CH:29]=1)=[O:27].ClCCl>[I-].C([N+](CCCC)(CCCC)CCCC)CCC.CN(C)C=O>[F:1][C:2]1[CH:7]=[C:6]([F:8])[CH:5]=[CH:4][C:3]=1[N:9]1[C:17](=[O:18])[C:16]2[C@@H:15]3[C:19]([CH3:21])([CH3:20])[C@@:12]([CH3:22])([CH2:13][CH2:14]3)[C:11]=2[N:10]1[CH2:24][CH2:25][C:26](=[O:27])[C:28]1[CH:33]=[CH:32][CH:31]=[CH:30][CH:29]=1 |f:3.4|. Procedure: A mixture of (4S,7R)-2-(2,4-difluoro-phenyl)-7,8,8-trimethyl-1,2,4,5,6,7-hexahydro-4,7-methano-indazol-3-one (Intermediate 14; 330 mg, 1.08 mmol), tetrabutylammonium iodide (400 mg, 1.08 mmol) and 3-chloropropiophenone (Acros; 820 mg, 4.86 mmol) in dimethylformamide (6 mL) was heated at 100° C. for 3.5 h. The reaction mixture was cooled to room temperature. Dichloromethane (100 mL) was added and the solution was washed with water (4×25 mL), aqueous sodium thiosulfate (25 mL), and brine (25 mL). ... Starting materials: COC(C)(C)OC (2,2-dimethoxypropane), C1(=CC=C(C=C1)S(=O)(=O)O)C (p-toluenesulfonic acid), C(C)(=O)OCC (ethyl acetate). The solvent is ClCCl (dichloromethane). Conditions: time 12 hour. The product is CC1(OC[C@@H]2[C@@H](CC[C@@H]2C(CO1)=C)C)C ((1R, 8S, 11R)-4, 4, 11-trimethyl-7-methylene-3, 5-dioxabicyclo[6. 3. 0]undecane). Isolated yield 87.4%. Reaction SMILES: [CH3:1][O:2][C:3]([O:6][CH3:7])([CH3:5])[CH3:4].[C:8]1([CH3:18])[CH:13]=[CH:12][C:11](S(O)(=O)=O)=[CH:10][CH:9]=1.[C:19](OCC)(=O)C>ClCCl>[CH3:4][C:3]1([CH3:5])[O:6][CH2:7][C:10](=[CH2:9])[C@@H:11]2[C@@H:19]([C@H:8]([CH3:18])[CH2:13][CH2:12]2)[CH2:1][O:2]1. Reported procedure: 2-[(1S, 2R, 3R)-2-(hydroxymethyl)-3-methylcyclopent-1-yl]-2-propen-1-ol (100 mg, 0.00059 mol) obtained in Definite Example 47 was dissolved in 3 ml of dichloromethane, and after 2 ml of 2,2-dimethoxypropane was added, 5 mg of p-toluenesulfonic acid wad added. The reaction mixture was stirred at room temperature for 12 hours. The reaction mixture was poured into 50 ml of ethyl acetate, and organic layer was washed with a mixed aqueous solution of saturated sodium bicarbonate solution (10 ml) and ... Reactants: COC(=O)c1ccc(CBr)cc1, C1CCOC1, CCOC(C)=O, [Na+], O=C([O-])O, COc1ccc2sc(C(N)=O)c(S)c2c1. The product is COC(=O)c1ccc(CSc2c(C(N)=O)sc3ccc(OC)cc23)cc1. Reaction SMILES: [Br:1][CH2:2][c:3]1[cH:4][cH:5][c:6]([C:7](=[O:8])[O:9][CH3:10])[cH:11][cH:12]1.[CH2:33]1[O:34][CH2:35][CH2:36][CH2:37]1.[CH3:38][CH2:39][O:40][C:41](=[O:42])[CH3:43].[Na+:32].[O-:28][C:29]([OH:30])=[O:31].[SH:13][c:14]1[c:15]2[c:16]([s:17][c:18]1[C:19](=[O:20])[NH2:21])[cH:22][cH:23][c:24]([O:26][CH3:27])[cH:25]2>>[CH2:2]([c:3]1[cH:4][cH:5][c:6]([C:7](=[O:8])[O:9][CH3:10])[cH:11][cH:12]1)[S:13][c:14]1[c:15]2[c:16]([s:17][c:18]1[C:19](=[O:20])[NH2:21])[cH:22][cH:23][c:24]([O:26][CH3:27])[cH:25]2. Starting materials: CC1(Cn2cc([N+](=O)[O-])nc2Cl)CO1, CC(C)(C)OC(=O)N1CCNCC1, CN(C)C=O, O. The product is CC(O)(CN1CCN(C(=O)OC(C)(C)C)CC1)Cn1cc([N+](=O)[O-])nc1Cl. Reaction SMILES: [Cl:1][c:2]1[n:3]([CH2:10][C:11]2([CH3:14])[O:12][CH2:13]2)[cH:4][c:5]([N+:7](=[O:8])[O-:9])[n:6]1.[N:15]1([C:21](=[O:22])[O:23][C:24]([CH3:25])([CH3:26])[CH3:27])[CH2:16][CH2:17][NH:18][CH2:19][CH2:20]1.[O:28]=[CH:29][N:30]([CH3:31])[CH3:32].[OH2:33]>>[Cl:1][c:2]1[n:3]([CH2:10][C:11]([OH:12])([CH2:13][N:18]2[CH2:17][CH2:16][N:15]([C:21](=[O:22])[O:23][C:24]([CH3:25])([CH3:26])[CH3:27])[CH2:20][CH2:19]2)[CH3:14])[cH:4][c:5]([N+:7](=[O:8])[O-:9])[n:6]1. Starting materials: C1=CC(=CC=C1[N+](=O)[O-])O (p-nitrophenol), C1=CC(=CC=C1N)O (p-aminophenol). Yields the product C(C)(=O)NC1=CC=C(C=C1)O (N-acetyl-p-aminophenol). As a reaction SMILES: [CH:1]1[C:6]([N+:7]([O-])=O)=[CH:5][CH:4]=[C:3]([OH:10])[CH:2]=1.C1C(N)=CC=[C:13]([OH:18])[CH:12]=1>>[C:13]([NH:7][C:6]1[CH:5]=[CH:4][C:3]([OH:10])=[CH:2][CH:1]=1)(=[O:18])[CH3:12]. Procedure details: This example shows the stepwise reduction of p-nitrophenol and acetylation of p-aminophenol to produce the N-acetyl-p-aminophenol according to this invention: 90 grams of p-nitrophenol was added to 243 ml of water containing 1.25 grams charcoal and 0.31 grams catalyst (50% catalyst 50% water) of 5% palladium-on-charcoal. The system was heated to 95°-98° C. and hydrogen pressure of 70 psig. After 1 hour hydrogenation, the batch was cooled to 48° C. (pH 5.8) and 35 grams acetic anhydride was added...